describe an organic reaction: reactants, conditions, products, and yield From a dataset of the Open Reaction Database (ORD), a public repository of structured organic reaction records. The reactants are CC(C)(C)OC(=O)c1ccc(-c2ccc(F)cc2F)cc1NC(=O)c1ccc(F)cc1, O=C(O)C(F)(F)F. Yields the product O=C(Nc1cc(-c2ccc(F)cc2F)ccc1C(=O)O)c1ccc(F)cc1. RXN SMILES: [F:1][c:2]1[c:3](-[c:9]2[cH:10][c:11]([NH:22][C:23]([c:24]3[cH:25][cH:26][c:27]([F:30])[cH:28][cH:29]3)=[O:31])[c:12]([C:13](=[O:14])[O:15][C:16]([CH3:17])([CH3:18])[CH3:19])[cH:20][cH:21]2)[cH:4][cH:5][c:6]([F:8])[cH:7]1.[OH:32][C:33]([C:34]([F:35])([F:36])[F:37])=[O:38]>>[F:1][c:2]1[c:3](-[c:9]2[cH:10][c:11]([NH:22][C:23]([c:24]3[cH:25][cH:26][c:27]([F:30])[cH:28][cH:29]3)=[O:31])[c:12]([C:13](=[O:14])[OH:15])[cH:20][cH:21]2)[cH:4][cH:5][c:6]([F:8])[cH:7]1. Reactants: C(C)(=O)OCC (ethyl acetate), [H-].[Na+] (sodium hydride), FC1=C(C=CC(=C1)F)[C@@]1(O[C@H]1C)CN1N=CN=C1 ((2R,3S)-2-(2,4-difluorophenyl)-3-methyl-2-[(1H-1,2,4-triazol-1-yl)methyl]oxirane), C(C)(C)(C)OC(=O)N1CCC(CC1)S (l-(tert-butoxycarbonyl)-4-mercaptopiperidine). The solvent is CN(C=O)C (dimethylformamide). Reaction conditions: time 20 minute. Product: FC1=C(C=CC(=C1)F)[C@](C)([C@@](C)(SC1CCN(CC1)C(=O)OC(C)(C)C)N1N=CN=C1)O ((2R,3R)-2-(2,4-Difluorophenyl)-3-(1H-1,2,4-triazol-1-yl)-3-[[1-(tert-butoxycarbonyl)piperidin-4-yl]thio]-2-butanol). Isolated yield 53.0%. As a reaction SMILES: [C:1]([O:5][C:6]([N:8]1[CH2:13][CH2:12][CH:11]([SH:14])[CH2:10][CH2:9]1)=[O:7])([CH3:4])([CH3:3])[CH3:2].[H-].[Na+].[F:17][C:18]1[CH:23]=[C:22]([F:24])[CH:21]=[CH:20][C:19]=1[C@@:25]1([CH2:29][N:30]2[CH:34]=[N:33][CH:32]=[N:31]2)[C@H:27](C)[O:26]1.[C:35](OCC)(=O)C>CN(C)C=O>[F:17][C:18]1[CH:23]=[C:22]([F:24])[CH:21]=[CH:20][C:19]=1[C@@:25]([OH:26])([C@:29]([N:30]1[CH:34]=[N:33][CH:32]=[N:31]1)([S:14][CH:11]1[CH2:12][CH2:13][N:8]([C:6]([O:5][C:1]([CH3:4])([CH3:2])[CH3:3])=[O:7])[CH2:9][CH2:10]1)[CH3:35])[CH3:27] |f:1.2|. Reported procedure: In 6 ml of dimethylformamide was dissolved l-(tert-butoxycarbonyl)-4-mercaptopiperidine (corresponding to 2 mmol) as described in Reference example 12, and 86 mg (1.97 mmol) of 55% sodium hydride were added to the solution at 0° C. under a nitrogen atmosphere, followed by stirring of the resulting mixture at the same temperature for 20 minutes. Then, 503 mg (2.00 mmol) of (2R,3S)-2-(2,4-difluorophenyl)-3-methyl-2-[(1H-1,2,4-triazol-1-yl)methyl]oxirane were added to the reaction mixture and the m... The reactants are NC1=CC=C2C=CC=NC2=C1 (7-aminoquinoline), ClC=1C(=NC=CC1)C1=CC=C(C(=O)O)C=C1 (4-(3-Chloro-2-pyridyl)-benzoic acid). Yields the product ClC=1C(=NC=CC1)C1=CC=C(C(=O)NC2=CC=C3C=CC=NC3=C2)C=C1 (4-(3-Chloro-2-pyridinyl)-N-quinolin-7-yl-benzamide). As a reaction SMILES: [NH2:1][C:2]1[CH:11]=[C:10]2[C:5]([CH:6]=[CH:7][CH:8]=[N:9]2)=[CH:4][CH:3]=1.[Cl:12][C:13]1[C:14]([C:19]2[CH:27]=[CH:26][C:22]([C:23](O)=[O:24])=[CH:21][CH:20]=2)=[N:15][CH:16]=[CH:17][CH:18]=1>>[Cl:12][C:13]1[C:14]([C:19]2[CH:27]=[CH:26][C:22]([C:23]([NH:1][C:2]3[CH:11]=[C:10]4[C:5]([CH:6]=[CH:7][CH:8]=[N:9]4)=[CH:4][CH:3]=3)=[O:24])=[CH:21][CH:20]=2)=[N:15][CH:16]=[CH:17][CH:18]=1. Reported procedure: Using the procedure outlined in Example 56, the title compound was prepared from 7-aminoquinoline (D55) (25 mg, 0.14 mmol) and 4-(3-Chloro-2-pyridyl)-benzoic acid (D84) (50 mg, 0.17 mmol) as a brown solid. MS(ES): MH+ 362/360, M-H+ 360/358. Reactants: Cl.NCC1=CC(CC2=C(C=CC=C12)OC)C1=CC=CC=C1 (1-Aminomethyl-5-methoxy-3-phenyl-3,4-dihydronaphthalene hydrochloride), CO (Methanol), B(Br)(Br)Br (boron tribromide), solution, B(Br)(Br)Br (BBr3). Solvent: C(Cl)Cl (methylene chloride), C(Cl)Cl (methylene chloride). Conditions: temperature -78 celsius, time 0.5 hour. Product: NCC1=CC(CC2=C(C=CC=C12)O)C1=CC=CC=C1 (1-aminomethyl-5-hydroxy-3-phenyl-3,4-dihydronaphthalene). RXN SMILES: Cl.[NH2:2][CH2:3][C:4]1[C:13]2[C:8](=[C:9]([O:14]C)[CH:10]=[CH:11][CH:12]=2)[CH2:7][CH:6]([C:16]2[CH:21]=[CH:20][CH:19]=[CH:18][CH:17]=2)[CH:5]=1.B(Br)(Br)Br.CO>C(Cl)Cl>[NH2:2][CH2:3][C:4]1[C:13]2[C:8](=[C:9]([OH:14])[CH:10]=[CH:11][CH:12]=2)[CH2:7][CH:6]([C:16]2[CH:21]=[CH:20][CH:19]=[CH:18][CH:17]=2)[CH:5]=1 |f:0.1|. Reported procedure: 1-Aminomethyl-5-methoxy-3-phenyl-3,4-dihydronaphthalene hydrochloride (0.5 g, 1.7 mmol), from Step 2, was suspended in 16 mL of methylene chloride and boron tribromide (5.8 mL of a 1 M solution of BBr3 in methylene chloride) was added dropwise while the reaction mixture was being cooled (to -78° C.) in a dry ice/acetone bath. The reaction mixture was warmed to 0° C. and stirred for 0.5 h, then again cooled to -78° C. in a dry ice/acetone bath. Methanol (2.5 mL) was added dropwise to the reaction...